Dataset: the Open Reaction Database (ORD), a public repository of structured organic reaction records. Task: describe an organic reaction: reactants, conditions, products, and yield The reactants are Cc1cc(F)c([N+](=O)[O-])cc1Br, CO. Yields the product Cc1cc(F)c(N)cc1Br. Reaction SMILES: [Br:1][c:2]1[c:3]([CH3:12])[cH:4][c:5]([F:11])[c:6]([N+:8]([O-:9])=[O:10])[cH:7]1.[CH3:13][OH:14]>>[Br:1][c:2]1[c:3]([CH3:12])[cH:4][c:5]([F:11])[c:6]([NH2:8])[cH:7]1. Reactants: COCOC=1C(=CC(=NC1)CC(C)(C)C)C(C)=O (1-(5-(methoxymethoxy)-2-neopentylpyridin-4-yl)ethanone), CC(C)O (i-PrOH), C1CCOC1 (THF). Run in Cl (HCl). The product is OC=1C(=CC(=NC1)CC(C)(C)C)C(C)=O (1-(5-hydroxy-2-neopentylpyridin-4-yl)ethanone). RXN SMILES: COC[O:4][C:5]1[C:6]([C:16](=[O:18])[CH3:17])=[CH:7][C:8]([CH2:11][C:12]([CH3:15])([CH3:14])[CH3:13])=[N:9][CH:10]=1.CC(O)C.C1COCC1>Cl>[OH:4][C:5]1[C:6]([C:16](=[O:18])[CH3:17])=[CH:7][C:8]([CH2:11][C:12]([CH3:13])([CH3:14])[CH3:15])=[N:9][CH:10]=1. Procedure: A solution of 1-(5-(methoxymethoxy)-2-neopentylpyridin-4-yl)ethanone (21.6 g, 86 mmol) in (2:1:1) 5 M HCl: i-PrOH : THF (800 mL) was stirred 4 h at rt. The mixture was concentrated to remove the THF and i-PrOH. The resulting solution consisting of the product in aqueous HCl was quenched by slow addition to a solution of saturated aqueous NaHCO3 (500 mL) containing excess solid NaHCO3 (50 g). The aqueous layer was extracted with CH2Cl2 (3×250 mL), the organic layers combined and washed with satur... The reactants are S(=O)([O-])[O-].[Na+].[Na+] (sodium sulfite), C12C(CC(C=C1)C2)C(=O)O (5-norbornene-2-carboxylic acid), C(=O)O (formic acid), OO (hydrogen peroxide). The solvent is O (water). Conditions: time 1 hour. The product is OC1C2CC3C(C(OC13)=O)C2 (2-hydroxy-4-oxatricyclo[4.2.1.03,7]nonan-5-one). Isolated yield 65.5%. Reaction SMILES: [CH:1]12[CH2:7][CH:4]([CH:5]=[CH:6]1)[CH2:3][CH:2]2[C:8]([OH:10])=[O:9].C(O)=[O:12].OO.S([O-])([O-])=O.[Na+].[Na+]>O>[OH:12][CH:5]1[CH:6]2[CH:1]3[CH:2]([CH2:3][CH:4]1[CH2:7]3)[C:8](=[O:10])[O:9]2 |f:3.4.5|. Procedure: With 328.2 g of 5-norbornene-2-carboxylic acid was mixed 240.6 of formic acid. Below 50° C., 254.5 g of 35% aqueous hydrogen peroxide was added dropwise to the mixture over 6 hours. After the completion of addition, the reaction mixture was poured into a mixture of 1.5 liters of water and 0.8 kg of sodium sulfite. After three times of extraction with 1 liter of ethyl acetate, the organic phase was washed with water, dried, and concentrated in vacuum. The residue was dissolved in 1.2 liters of me... The reactants are CO\C=C\1/CN(CCC1=O)C(=O)OC(C)(C)C (1,1-dimethylethyl (3E)-3-[(methyloxy)methylidene]-4-oxo-1-piperidinecarboxylate). Reagents/catalysts: [Pd] (Pd/C). The solvent is CO (methanol). Conditions: time 6 hour. The product is COCC1CN(CCC1=O)C(=O)OC(C)(C)C (1,1-dimethylethyl 3-[(methyloxy)methyl]-4-oxo-1-piperidinecarboxylate). Reaction SMILES: [CH3:1][O:2]/[CH:3]=[C:4]1\[CH2:5][N:6]([C:11]([O:13][C:14]([CH3:17])([CH3:16])[CH3:15])=[O:12])[CH2:7][CH2:8][C:9]\1=[O:10]>CO.[Pd]>[CH3:1][O:2][CH2:3][CH:4]1[C:9](=[O:10])[CH2:8][CH2:7][N:6]([C:11]([O:13][C:14]([CH3:17])([CH3:16])[CH3:15])=[O:12])[CH2:5]1. Procedure details: 1,1-dimethylethyl (3E)-3-[(methyloxy)methylidene]-4-oxo-1-piperidinecarboxylate D30 (1.5 g) was dissolved in methanol (30 ml), and then 5% Pd/C (1 g) was added. The reaction mixture was hydrogenated at atmospheric pressure for 6 hours. Then the Pd/C was removed by filtration and the solution was evaporated in vacuo to afford the desired product D31 as a pale yellow oil in 1.2 g. LCMS [M-56+H] 188.1@1.53 min (5 min run)